From a dataset of the Open Reaction Database (ORD), a public repository of structured organic reaction records. describe an organic reaction: reactants, conditions, products, and yield The reactants are C(=O)(OC)C1=CC(=CC2=C1OC=C2)Cl (7-carbomethoxy-5-chlorobenzo[b]furan), [OH-].[K+] (potassium hydroxide). Solvent: CO (methanol). Conditions: time 8 hour. Yields the product ClC1=CC2=C(OC=C2)C(=C1)C(=O)O (5-chlorobenzo[b]furan-7-carboxylic acid). The yield is 94.3%. As a reaction SMILES: [C:1]([C:5]1[C:10]2[O:11][CH:12]=[CH:13][C:9]=2[CH:8]=[C:7]([Cl:14])[CH:6]=1)([O:3]C)=[O:2].[OH-].[K+]>CO>[Cl:14][C:7]1[CH:6]=[C:5]([C:1]([OH:3])=[O:2])[C:10]2[O:11][CH:12]=[CH:13][C:9]=2[CH:8]=1 |f:1.2|. Procedure: A solution of 7-carbomethoxy-5-chlorobenzo[b]furan (6c) (3.02 g, 14.3 mmol) containing potassium hydroxide (3.22 g) in 100 ml of aqueous methanol (CH3OH/H2O=3/2) was stirred at room temperature overnight. The mixture was concentrated under reduced pressure. The residue was acidified with conc. HCl to pH of about 1, cooled in freezer for several hours and filtered to give 7c as an off-white solid (2.65 g, 94.3%), mp 212°-215° C. NMR (DMSO-d6) δ 8.0-6.87 (m, 5H, aromatic protons and OH). The reactants are O1CCCC1 (tetrahydrofuran), [H][H] (hydrogen), ClC1=CC=C(CCl)C=C1 (4-chlorobenzylchloride), [H-].[Na+] (sodium hydride), ClC=1C=C(NCC(CN2C=NC=C2)O)C=CC1Cl (1-[3-(3,4-dichloroanilino)-2-hydroxypropyl]imidazole). The solvent is O (water). Yields the product ClC1=CC=C(COC(CN2C=NC=C2)CNC2=CC(=C(C=C2)Cl)Cl)C=C1 (1-[2-(4-chlorobenzyloxy)-3-(3,4-dichloroanilino)-propyl]-imidazole). Isolated yield 49.3%. Reaction SMILES: O1CCCC1.[H-].[Na+].[Cl:8][C:9]1[CH:10]=[C:11]([CH:22]=[CH:23][C:24]=1[Cl:25])[NH:12][CH2:13][CH:14]([OH:21])[CH2:15][N:16]1[CH:20]=[CH:19][N:18]=[CH:17]1.[H][H].[Cl:28][C:29]1[CH:36]=[CH:35][C:32]([CH2:33]Cl)=[CH:31][CH:30]=1>O>[Cl:28][C:29]1[CH:36]=[CH:35][C:32]([CH2:33][O:21][CH:14]([CH2:13][NH:12][C:11]2[CH:22]=[CH:23][C:24]([Cl:25])=[C:9]([Cl:8])[CH:10]=2)[CH2:15][N:16]2[CH:20]=[CH:19][N:18]=[CH:17]2)=[CH:31][CH:30]=1 |f:1.2|. Reported procedure: To 400 ml of tetrahydrofuran 8.8 g (0.366 mol) of sodium hydride followed by 92 g (0.320 mol) of 1-[3-(3,4-dichloroanilino)-2-hydroxypropyl]imidazole are added with stirring at room temperature. The formation of hydrogen stops after 1 hour and the reaction mixture is heated and refluxed for 5 hours. After cooling, 44 g (0.273 mol) of 4-chlorobenzylchloride are added. The solution is again heated to boiling temperature and refluxed for 4 hours. After cooling, 10 ml of water are added dropwise und... Starting materials: BrC1=CN=C2C(=N1)N(CCN2)CC2=C(C(=CC=C2F)F)Cl (7-bromo-1-(2-chloro-3,6-difluorobenzyl)-1,2,3,4-tetrahydropyrazino[2,3-b]pyrazine), N(N)C(CCC1=CC=C(C=C1)B(O)O)=O (4-(3-Hydrazino-3-oxopropyl)benzeneboronic acid). The product is ClC1=C(CN2C3=C(NCC2)N=CC(=N3)C3=CC=C(C=C3)CCC(=O)NN)C(=CC=C1F)F (3-{4-[8-(2-chloro-3,6-difluorobenzyl)-5,6,7,8-tetrahydropyrazino[2,3-b]pyrazin-2-yl]phenyl}propanehydrazide). Reaction SMILES: Br[C:2]1[N:7]=[C:6]2[N:8]([CH2:12][C:13]3[C:18]([F:19])=[CH:17][CH:16]=[C:15]([F:20])[C:14]=3[Cl:21])[CH2:9][CH2:10][NH:11][C:5]2=[N:4][CH:3]=1.[NH:22]([C:24](=[O:36])[CH2:25][CH2:26][C:27]1[CH:32]=[CH:31][C:30](B(O)O)=[CH:29][CH:28]=1)[NH2:23]>>[Cl:21][C:14]1[C:15]([F:20])=[CH:16][CH:17]=[C:18]([F:19])[C:13]=1[CH2:12][N:8]1[CH2:9][CH2:10][NH:11][C:5]2[N:4]=[CH:3][C:2]([C:30]3[CH:29]=[CH:28][C:27]([CH2:26][CH2:25][C:24]([NH:22][NH2:23])=[O:36])=[CH:32][CH:31]=3)=[N:7][C:6]1=2. Procedure details: The entitled compound was prepared from 7-bromo-1-(2-chloro-3,6-difluorobenzyl)-1,2,3,4-tetrahydropyrazino[2,3-b]pyrazine and 4-(3-Hydrazino-3-oxopropyl)benzeneboronic acid using Suzuki coupling conditions as described in Example 1. Reactants: [BH4-], FC(F)(F)c1cccc(Br)n1, [Li]CCCC, CN(C)C=O, Cc1ccccc1, CO, [Cl-], [NH4+], [Na+]. Product: OCc1cccc(C(F)(F)F)n1. Reaction SMILES: [BH4-:17].[Br:1][c:2]1[n:3][c:4]([C:8]([F:9])([F:10])[F:11])[cH:5][cH:6][cH:7]1.[CH2:28]([Li:29])[CH2:30][CH2:31][CH3:32].[CH3:12][N:13]([CH:14]=[O:15])[CH3:16].[CH3:21][c:22]1[cH:23][cH:24][cH:25][cH:26][cH:27]1.[CH3:33][OH:34].[Cl-:19].[NH4+:20].[Na+:18]>>[c:2]1([CH2:14][OH:15])[n:3][c:4]([C:8]([F:9])([F:10])[F:11])[cH:5][cH:6][cH:7]1. The reactants are C(C)(=O)OC1C(C(N2[C@H]1C(C2=O)NC(COC2=CC=CC=C2)=O)C(=O)OC(C2=CC=CC=C2)C2=CC=CC=C2)C (Benzhydryl 1-acetoxy-2-methyl-6-(2-phenoxyacetamido)carbapenam-3-carboxylate), C(Cl)(Cl)Cl (chloroform). The reagents and catalysts are [Pd] (palladium on carbon). Solvent: C(C)(=O)OCC (ethyl acetate), C(C)(=O)OCC (ethyl acetate). Reaction conditions: time 1 hour. The product is C(C)(=O)OC1C(C(N2[C@H]1C(C2=O)NC(COC2=CC=CC=C2)=O)C(=O)O)C (1-acetoxy-2-methyl-6-(2-phenoxyacetamido)carbapenam-3-carboxylic acid). Reaction SMILES: [C:1]([O:4][CH:5]1[C@@H:9]2[CH:10]([NH:13][C:14](=[O:23])[CH2:15][O:16][C:17]3[CH:22]=[CH:21][CH:20]=[CH:19][CH:18]=3)[C:11](=[O:12])[N:8]2[CH:7]([C:24]([O:26]C(C2C=CC=CC=2)C2C=CC=CC=2)=[O:25])[CH:6]1[CH3:40])(=[O:3])[CH3:2].C(Cl)(Cl)Cl>[Pd].C(OCC)(=O)C>[C:1]([O:4][CH:5]1[C@@H:9]2[CH:10]([NH:13][C:14](=[O:23])[CH2:15][O:16][C:17]3[CH:18]=[CH:19][CH:20]=[CH:21][CH:22]=3)[C:11](=[O:12])[N:8]2[CH:7]([C:24]([OH:26])=[O:25])[CH:6]1[CH3:40])(=[O:3])[CH3:2]. Procedure details: Benzhydryl 1-acetoxy-2-methyl-6-(2-phenoxyacetamido)carbapenam-3-carboxylate (18 mg.) was dissolved in 3 ml. of ethyl acetate. Hydrogenation catalyst (18 mg. of 10% palladium on carbon) was added and the mixture hydrogenated at atmospheric pressure and room temperature for 1 hour. When tlc (4:1 chloroform:ethyl acetate) indicated no change, a second aliquot of catalyst (18 mg.) was added. According to tlc assay, some conversion occurred during the next hour, at which time a third aliquot of cata...